This data is from the Open Reaction Database (ORD), a public repository of structured organic reaction records. The task is: describe an organic reaction: reactants, conditions, products, and yield Product: C12C=CC(C(C1)CO)O2 (7-oxanorborn-2-en-5-ylmethanol). As a reaction SMILES: [H-].[Al+3].[Li+].[H-].[H-].[H-].[CH2:7]1[CH2:11][O:10][CH2:9][CH2:8]1>>[CH:11]12[O:10][CH:9]([CH:8]([CH2:9][OH:10])[CH2:7]1)[CH:8]=[CH:7]2 |f:0.1.2.3.4.5|. Reactants: methyl 7-oxanorborn-2-en-5-ylcarbonate, C1CCOC1 (THF), [H-].[Al+3].[Li+].[H-].[H-].[H-] (lithium aluminium hydride), C1CCOC1 (THF). Procedure details: A solution of methyl 7-oxanorborn-2-en-5-ylcarbonate (16.163 g, 105 mmol, see Example 1) in THF (75 ml) was added dropwise with stirring and under nitrogen to a suspension of lithium aluminium hydride (4.376 g, 115 mmol) in anhydrous THF (100 ml), in such a way that the solution boiled gently. The reaction mixture was subsequently stirred at room temperature for another 12 h and then quenched by cautiously adding an ice-water mixture. The organic phase was removed and the aqueous phase extracted... Reaction conditions: time 12 hour. Reactants: ClCCl, CNC, Cc1nn(C)c2c1N(C(=O)CCl)c1ccccc1NC2=O, [Na+], [Na+], O=C([O-])[O-]. The product is Cc1nn(C)c2c1N(C(=O)CN(C)C)c1ccccc1NC2=O. RXN SMILES: [CH2:31]([Cl:32])[Cl:33].[CH3:22][NH:23][CH3:24].[Cl:1][CH2:2][C:3](=[O:4])[N:5]1[c:6]2[c:7]([n:17]([CH3:21])[n:18][c:19]2[CH3:20])[C:8](=[O:16])[NH:9][c:10]2[c:11]1[cH:12][cH:13][cH:14][cH:15]2.[Na+:25].[Na+:26].[O-:27][C:28](=[O:29])[O-:30]>>[CH2:2]([C:3](=[O:4])[N:5]1[c:6]2[c:7]([n:17]([CH3:21])[n:18][c:19]2[CH3:20])[C:8](=[O:16])[NH:9][c:10]2[c:11]1[cH:12][cH:13][cH:14][cH:15]2)[N:23]([CH3:22])[CH3:24]. The reactants are CC(C)[Si](C(C)C)(C(C)C)n1ccc2cc(C(=O)OCc3ccccc3)cnc21, CCCC[N+](CCCC)(CCCC)CCCC, [F-], C1CCOC1, O. Product: O=C(OCc1ccccc1)c1cnc2[nH]ccc2c1. Reaction SMILES: [CH2:1]([c:2]1[cH:3][cH:4][cH:5][cH:6][cH:7]1)[O:8][C:9](=[O:10])[c:11]1[cH:12][c:13]2[c:14]([n:15][cH:16]1)[n:17]([Si:20]([CH:21]([CH3:22])[CH3:23])([CH:24]([CH3:25])[CH3:26])[CH:27]([CH3:28])[CH3:29])[cH:18][cH:19]2.[CH2:36]([N+:37]([CH2:38][CH2:39][CH2:40][CH3:41])([CH2:42][CH2:43][CH2:44][CH3:45])[CH2:46][CH2:47][CH2:48][CH3:49])[CH2:50][CH2:51][CH3:52].[F-:35].[O:30]1[CH2:31][CH2:32][CH2:33][CH2:34]1.[OH2:53]>>[CH2:1]([c:2]1[cH:3][cH:4][cH:5][cH:6][cH:7]1)[O:8][C:9](=[O:10])[c:11]1[cH:12][c:13]2[c:14]([n:15][cH:16]1)[nH:17][cH:18][cH:19]2. Reactants: CCOC(=O)CCCBr, O=C([O-])[O-], CCOC(C)=O, CN(C)C=O, O=C(OCc1ccccc1)N(Cc1cc(C(F)(F)F)cc(C(F)(F)F)c1)c1ncc(O)cn1, [K+], [K+]. The product is CCOC(=O)CCCOc1cnc(N(Cc2cc(C(F)(F)F)cc(C(F)(F)F)c2)C(=O)OCc2ccccc2)nc1. RXN SMILES: [Br:34][CH2:35][CH2:36][CH2:37][C:38](=[O:39])[O:40][CH2:41][CH3:42].[C:43](=[O:44])([O-:45])[O-:46].[CH3:49][CH2:50][O:51][C:52](=[O:53])[CH3:54].[CH3:55][N:56]([CH3:57])[CH:58]=[O:59].[F:1][C:2]([c:3]1[cH:4][c:5]([CH2:6][N:7]([C:8]([O:9][CH2:10][c:11]2[cH:12][cH:13][cH:14][cH:15][cH:16]2)=[O:17])[c:18]2[n:19][cH:20][c:21]([OH:24])[cH:22][n:23]2)[cH:25][c:26]([C:28]([F:29])([F:30])[F:31])[cH:27]1)([F:32])[F:33].[K+:47].[K+:48]>>[F:1][C:2]([c:3]1[cH:4][c:5]([CH2:6][N:7]([C:8]([O:9][CH2:10][c:11]2[cH:12][cH:13][cH:14][cH:15][cH:16]2)=[O:17])[c:18]2[n:19][cH:20][c:21]([O:24][CH2:35][CH2:36][CH2:37][C:38](=[O:39])[O:40][CH2:41][CH3:42])[cH:22][n:23]2)[cH:25][c:26]([C:28]([F:29])([F:30])[F:31])[cH:27]1)([F:32])[F:33]. The reactants are CC12CCC(=O)C=C1CCC1C2=CCC2(C)C1CCC2(O)C#N, C1CCOC1, CC(C)[N-]C(C)C, C[Si](C)(Cl)CCl, [Li+]. Product: CC12CCC(=O)C=C1CCC1C2=CCC2(C)C1CCC2(O)C(=O)CCl. Reaction SMILES: [C:1](#[N:2])[C:3]1([OH:23])[C:4]2([CH3:5])[CH:6]([CH2:7][CH2:8]1)[CH:9]1[CH2:10][CH2:11][C:12]3=[CH:13][C:14](=[O:22])[CH2:15][CH2:16][C:17]3([CH3:18])[C:19]1=[CH:20][CH2:21]2.[CH2:38]1[CH2:41][CH2:40][CH2:39][O:42]1.[CH3:31][CH:32]([N-:33][CH:34]([CH3:35])[CH3:36])[CH3:37].[Cl:24][CH2:25][Si:26]([CH3:27])([CH3:28])[Cl:29].[Li+:30]>>[C:1]([C:3]1([OH:23])[C:4]2([CH3:5])[CH:6]([CH2:7][CH2:8]1)[CH:9]1[CH2:10][CH2:11][C:12]3=[CH:13][C:14](=[O:22])[CH2:15][CH2:16][C:17]3([CH3:18])[C:19]1=[CH:20][CH2:21]2)([CH2:25][Cl:24])=[O:42]. Reactants: CC(=O)O, Cl, NC(=O)c1ccnc(N2CCC3(CC2)OCCO3)n1. Yields the product NC(=O)c1ccnc(N2CCC(=O)CC2)n1. RXN SMILES: [CH3:21][C:22](=[O:23])[OH:24].[ClH:20].[O:1]1[CH2:3][CH2:2][O:4][C:5]12[CH2:6][CH2:7][N:8]([c:11]1[n:12][cH:13][cH:14][c:15]([C:17](=[O:18])[NH2:19])[n:16]1)[CH2:9][CH2:10]2>>[O:4]=[C:5]1[CH2:6][CH2:7][N:8]([c:11]2[n:12][cH:13][cH:14][c:15]([C:17](=[O:18])[NH2:19])[n:16]2)[CH2:9][CH2:10]1.